This data is from the Open Reaction Database (ORD), a public repository of structured organic reaction records. The task is: describe an organic reaction: reactants, conditions, products, and yield The reactants are CCO, CCOC(=O)Cn1nc(-c2ccccc2O)nc1-c1ccccc1O, NCCN(CCO)CCO. The product is O=C(Cn1nc(-c2ccccc2O)nc1-c1ccccc1O)NCCN(CCO)CCO. RXN SMILES: [CH3:36][CH2:37][OH:38].[OH:1][c:2]1[c:3](-[c:8]2[n:9][n:10]([CH2:20][C:21](=[O:22])[O:23][CH2:24][CH3:25])[c:11](-[c:13]3[c:14]([OH:19])[cH:15][cH:16][cH:17][cH:18]3)[n:12]2)[cH:4][cH:5][cH:6][cH:7]1.[OH:26][CH2:27][CH2:28][N:29]([CH2:30][CH2:31][NH2:32])[CH2:33][CH2:34][OH:35]>>[OH:1][c:2]1[c:3](-[c:8]2[n:9][n:10]([CH2:20][C:21](=[O:22])[NH:32][CH2:31][CH2:30][N:29]([CH2:28][CH2:27][OH:26])[CH2:33][CH2:34][OH:35])[c:11](-[c:13]3[c:14]([OH:19])[cH:15][cH:16][cH:17][cH:18]3)[n:12]2)[cH:4][cH:5][cH:6][cH:7]1. Reactants: [H][H] (hydrogen), N([C@@H](CC1=CC=C(C=C1)OC(C)(C)C)C(=O)N[C@@H]([C@H](OC(C)(C)C)C)C(=O)N[C@@H](CCC(N)=O)C(=O)N[C@@H](CC(OC(C)(C)C)=O)C(=O)N[C@@H](CC1=CC=CC=C1)C(=O)OC)C(=O)OCC1=CC=CC=C1 (Z-Tyr(tBu)-Thr(tBu)-Gln-Asp(OtBu)-Phe-OCH3), hydrogenated N,N-dimethylformamide, [H][H] (hydrogen). The solvent is CO (methanol). Yields the product N[C@@H](CC1=CC=C(C=C1)OC(C)(C)C)C(=O)N[C@@H]([C@H](OC(C)(C)C)C)C(=O)N[C@@H](CCC(N)=O)C(=O)N[C@@H](CC(OC(C)(C)C)=O)C(=O)N[C@@H](CC1=CC=CC=C1)C(=O)OC (H-Tyr(tBu)-Thr(tBu)-Gln-Asp(OtBu)-Phe-OCH3). Reported procedure: 4.0 g of Z-Tyr(tBu)-Thr(tBu)-Gln-Asp(OtBu)-Phe-OCH3 in 100 ml of absolute pre-hydrogenated N,N-dimethylformamide are decarbobenzoxylated with hydrogen at room temperature with the addition of 1.4 g of 10 % strength palladium on charcoal. After completion of the hydrogen uptake the mixture is diluted with 400 ml of methanol, filtered and evaporated in vacuo. The colourless solid residue is used for the next stage without further purification. The reagents and catalysts are [Pd] (palladium on charcoal). As a reaction SMILES: [NH:1](C(OCC1C=CC=CC=1)=O)[C@H:2]([C:15]([NH:17][C@H:18]([C:26]([NH:28][C@H:29]([C:35]([NH:37][C@H:38]([C:47]([NH:49][C@H:50]([C:58]([O:60][CH3:61])=[O:59])[CH2:51][C:52]1[CH:57]=[CH:56][CH:55]=[CH:54][CH:53]=1)=[O:48])[CH2:39][C:40](=[O:46])[O:41][C:42]([CH3:45])([CH3:44])[CH3:43])=[O:36])[CH2:30][CH2:31][C:32](=[O:34])[NH2:33])=[O:27])[C@@H:19]([CH3:25])[O:20][C:21]([CH3:24])([CH3:23])[CH3:22])=[O:16])[CH2:3][C:4]1[CH:9]=[CH:8][C:7]([O:10][C:11]([CH3:14])([CH3:13])[CH3:12])=[CH:6][CH:5]=1.[H][H]>[Pd].CO>[NH2:1][C@H:2]([C:15]([NH:17][C@H:18]([C:26]([NH:28][C@H:29]([C:35]([NH:37][C@H:38]([C:47]([NH:49][C@H:50]([C:58]([O:60][CH3:61])=[O:59])[CH2:51][C:52]1[CH:57]=[CH:56][CH:55]=[CH:54][CH:53]=1)=[O:48])[CH2:39][C:40](=[O:46])[O:41][C:42]([CH3:43])([CH3:44])[CH3:45])=[O:36])[CH2:30][CH2:31][C:32](=[O:34])[NH2:33])=[O:27])[C@@H:19]([CH3:25])[O:20][C:21]([CH3:24])([CH3:22])[CH3:23])=[O:16])[CH2:3][C:4]1[CH:5]=[CH:6][C:7]([O:10][C:11]([CH3:12])([CH3:13])[CH3:14])=[CH:8][CH:9]=1. The reactants are C(CC)C1CCC(CC1)=O (4-propylcyclohexanone), BrC=1C=C2C=CC(=CC2=CC1)OC (6-bromo-2-methoxynaphthalene), [Mg] (magnesium), Cl (hydrochloric acid). The solvent is O1CCCC1 (tetrahydrofuran), O1CCCC1 (tetrahydrofuran), O1CCCC1 (tetrahydrofuran), O1CCCC1 (tetrahydrofuran). Reaction conditions: time 1 hour. Yields the product COC1=CC2=CC=C(C=C2C=C1)C1=CCC(CC1)CCC (2-methoxy-6-(4-propylcyclohexa-1-ene-1-yl)naphthalene). Yield: 75.8%. RXN SMILES: [Mg].Br[C:3]1[CH:4]=[C:5]2[C:10](=[CH:11][CH:12]=1)[CH:9]=[C:8]([O:13][CH3:14])[CH:7]=[CH:6]2.[CH2:15]([CH:18]1[CH2:23][CH2:22][C:21](=O)[CH2:20][CH2:19]1)[CH2:16][CH3:17].Cl>O1CCCC1>[CH3:14][O:13][C:8]1[CH:7]=[CH:6][C:5]2[C:10](=[CH:11][CH:12]=[C:3]([C:21]3[CH2:22][CH2:23][CH:18]([CH2:15][CH2:16][CH3:17])[CH2:19][CH:20]=3)[CH:4]=2)[CH:9]=1. Procedure: 5.7 g of magnesium was suspended in 12 ml of tetrahydrofuran. To the suspension was then added dropwise a solution of 50 g of 6-bromo-2-methoxynaphthalene in 200 ml of tetrahydrofuran at a rate such that tetrahydrofuran was gently refluxed. The reaction mixture was then further stirred for 1 hour. To the reaction solution was then added dropwise a solution of 30 g of 4-propylcyclohexanone in 120 ml of tetrahydrofuran at room temperature. The reaction mixture was then further stirred for 1 hour. ... The reactants are COC1=C(C=CC=C1)N=C=O (2-methoxyphenyl isocyanate), C(C1=CC=CC=C1)OC1=C(C=C2C(=CC=NC2=C1)OC1=C(C(=C(N)C=C1)C)C)OC (4-{[7-(Benzyloxy)-6-methoxy-4-quinolyl]oxy}-2,3-dimethylaniline), C(O)([O-])=O.[Na+] (sodium hydrogencarbonate). The solvent is CN(C=O)C (N,N-dimethylformamide). The product is C(C1=CC=CC=C1)OC1=C(C=C2C(=CC=NC2=C1)OC1=C(C(=C(C=C1)NC(=O)NC1=C(C=CC=C1)OC)C)C)OC (N-(4-{[7-(Benzyloxy)-6-methoxy-4-quinolyl]oxy}-2,3-dimethylphenyl)-N′-(2-methoxyphenyl)-urea). The yield is 47.4%. Reaction SMILES: [CH2:1]([O:8][C:9]1[CH:18]=[C:17]2[C:12]([C:13]([O:19][C:20]3[CH:26]=[CH:25][C:23]([NH2:24])=[C:22]([CH3:27])[C:21]=3[CH3:28])=[CH:14][CH:15]=[N:16]2)=[CH:11][C:10]=1[O:29][CH3:30])[C:2]1[CH:7]=[CH:6][CH:5]=[CH:4][CH:3]=1.[CH3:31][O:32][C:33]1[CH:38]=[CH:37][CH:36]=[CH:35][C:34]=1[N:39]=[C:40]=[O:41].C(=O)([O-])O.[Na+]>CN(C)C=O>[CH2:1]([O:8][C:9]1[CH:18]=[C:17]2[C:12]([C:13]([O:19][C:20]3[CH:26]=[CH:25][C:23]([NH:24][C:40]([NH:39][C:34]4[CH:35]=[CH:36][CH:37]=[CH:38][C:33]=4[O:32][CH3:31])=[O:41])=[C:22]([CH3:27])[C:21]=3[CH3:28])=[CH:14][CH:15]=[N:16]2)=[CH:11][C:10]=1[O:29][CH3:30])[C:2]1[CH:7]=[CH:6][CH:5]=[CH:4][CH:3]=1 |f:2.3|. Reported procedure: 4-{[7-(Benzyloxy)-6-methoxy-4-quinolyl]oxy}-2,3-dimethylaniline (260 mg) was dissolved in N,N-dimethylformamide (5 ml), and 2-methoxyphenyl isocyanate (116 mg) was then added to the solution. The mixture was allowed to react at room temperature overnight. A saturated aqueous sodium hydrogencarbonate solution was added to the reaction solution, and the mixture was extracted with chloroform. The chloroform layer was dried over anhydrous magnesium sulfate. The solvent was removed by distillation un... Reactants: C1CCCCC1, COC(=O)C1C(C=C(Br)Br)C1(C)C, [Li]CCCC, [Na+], O=P([O-])(O)O. Yields the product C#CC1C(C(=O)OC)C1(C)C. RXN SMILES: [CH2:25]1[CH2:26][CH2:27][CH2:28][CH2:29][CH2:30]1.[CH3:6][C:7]1([CH3:18])[CH:8]([C:14](=[O:15])[O:16][CH3:17])[CH:9]1[CH:10]=[C:11]([Br:12])[Br:13].[Li:1][CH2:2][CH2:3][CH2:4][CH3:5].[Na+:24].[P:19]([OH:20])([OH:21])([O-:22])=[O:23]>>[CH3:6][C:7]1([CH3:18])[CH:8]([C:14](=[O:15])[O:16][CH3:17])[CH:9]1[C:10]#[CH:11].